From a dataset of the Open Reaction Database (ORD), a public repository of structured organic reaction records. describe an organic reaction: reactants, conditions, products, and yield Reactants: CC(C)(C)OC(=O)N1CCC(=C(c2ccccc2)c2nnc(C3CN(C(=O)OCC4c5ccccc5-c5ccccc54)C3)o2)CC1, CCCCCCCS, C1CCC2=NCCCN2CC1, C1CCOC1. Product: CC(C)(C)OC(=O)N1CCC(=C(c2ccccc2)c2nnc(C3CNC3)o2)CC1. Reaction SMILES: [C:1]([CH3:2])([CH3:3])([CH3:4])[O:5][C:6](=[O:7])[N:8]1[CH2:9][CH2:10][C:11](=[C:14]([c:15]2[o:16][c:17]([CH:20]3[CH2:21][N:22]([C:24]([O:25][CH2:26][CH:27]4[c:28]5[cH:29][cH:30][cH:31][cH:32][c:33]5-[c:34]5[c:35]4[cH:36][cH:37][cH:38][cH:39]5)=[O:40])[CH2:23]3)[n:18][n:19]2)[c:41]2[cH:42][cH:43][cH:44][cH:45][cH:46]2)[CH2:12][CH2:13]1.[CH2:47]([SH:48])[CH2:49][CH2:50][CH2:51][CH2:52][CH2:53][CH3:54].[CH2:55]1[CH2:56][CH2:57][C:58]2=[N:63][CH2:62][CH2:61][CH2:60][N:59]2[CH2:64][CH2:65]1.[CH2:66]1[O:67][CH2:68][CH2:69][CH2:70]1>>[C:1]([CH3:2])([CH3:3])([CH3:4])[O:5][C:6](=[O:7])[N:8]1[CH2:9][CH2:10][C:11](=[C:14]([c:15]2[o:16][c:17]([CH:20]3[CH2:21][NH:22][CH2:23]3)[n:18][n:19]2)[c:41]2[cH:42][cH:43][cH:44][cH:45][cH:46]2)[CH2:12][CH2:13]1. Starting materials: C(CCC)C=1N(C(=CN1)CO)CC1=C(C=CC=C1)Cl (2-n-butyl-1-(2-chlorophenyl)methyl-5-hydroxymethyl-1H-imidazole), S(=O)(Cl)Cl (thionyl chloride). Yields the product Cl.C(CCC)C=1N(C(=CN1)CCl)CC1=C(C=CC=C1)Cl (2-n-butyl-1-(2-chlorophenyl)methyl-5-chloromethyl-1H-imidazole hydrochloride). As a reaction SMILES: [CH2:1]([C:5]1[N:6]([CH2:12][C:13]2[CH:18]=[CH:17][CH:16]=[CH:15][C:14]=2[Cl:19])[C:7]([CH2:10]O)=[CH:8][N:9]=1)[CH2:2][CH2:3][CH3:4].S(Cl)([Cl:22])=O>>[ClH:19].[CH2:1]([C:5]1[N:6]([CH2:12][C:13]2[CH:18]=[CH:17][CH:16]=[CH:15][C:14]=2[Cl:19])[C:7]([CH2:10][Cl:22])=[CH:8][N:9]=1)[CH2:2][CH2:3][CH3:4] |f:2.3|. Procedure details: A mixture of 2-n-butyl-1-(2-chlorophenyl)methyl-5-hydroxymethyl-1H-imidazole (1 g) was refluxed with thionyl chloride (20 mL) for 2 hours. The reaction mixture was evaporated in vacuo and the residue was triturated with diethyl ether to give 1.08 g of 2-n-butyl-1-(2-chlorophenyl)methyl-5-chloromethyl-1H-imidazole hydrochloride. Reactants: [Br-], [Br-], [Br-], O, c1ccncc1, c1cc[nH+]cc1, c1cc[nH+]cc1, c1cc[nH+]cc1, CCOC(=O)c1cc2ncccc2[nH]1. Product: CCOC(=O)c1[nH]c2cccnc2c1Br. RXN SMILES: [Br-:1].[Br-:2].[Br-:3].[OH2:36].[cH:37]1[cH:38][cH:39][n:40][cH:41][cH:42]1.[nH+:10]1[cH:11][cH:12][cH:13][cH:14][cH:15]1.[nH+:16]1[cH:17][cH:18][cH:19][cH:20][cH:21]1.[nH+:4]1[cH:5][cH:6][cH:7][cH:8][cH:9]1.[nH:22]1[c:23]([C:31](=[O:32])[O:33][CH2:34][CH3:35])[cH:24][c:25]2[n:26][cH:27][cH:28][cH:29][c:30]12>>[Br:1][c:24]1[c:23]([C:31](=[O:32])[O:33][CH2:34][CH3:35])[nH:22][c:30]2[c:25]1[n:26][cH:27][cH:28][cH:29]2. Reactants: C(CCC)[Li] (n-butyllithium), B(OC)(OC)OC (trimethyl borate), Cl (HCl), C(=O)(OC(C)(C)C)N1C=CC=C1 (1-Boc pyrrole). Solvent: C1CCOC1 (THF), C1CCOC1 (THF). Reaction conditions: temperature -78 celsius, time 15 minute. Product: C(C)(C)NC(C)C (diisopropylamine), C(C)(C)(C)OC(=O)N1C(=CC=C1)B(O)O ((1-tert-Butoxycarbonylpyrrol-2-yl)boronic acid). The yield is 51.0%. Reaction SMILES: C([Li])[CH2:2][CH2:3][CH3:4].[C:6]([N:13]1[CH:17]=[CH:16][CH:15]=[CH:14]1)([O:8][C:9]([CH3:12])([CH3:11])[CH3:10])=[O:7].[B:18](OC)([O:21]C)[O:19][CH3:20].Cl>C1COCC1>[CH:3]([NH:13][CH:17]([CH3:16])[CH3:20])([CH3:4])[CH3:2].[C:9]([O:8][C:6]([N:13]1[CH:14]=[CH:15][CH:16]=[C:17]1[B:18]([OH:21])[OH:19])=[O:7])([CH3:12])([CH3:11])[CH3:10]. Reported procedure: A solution of anhydrous diisopropylamine (3.35 mL, 23.9 mmol) was prepared in 100 mL of anhydrous THF and cooled at −78° C. A solution of 2.5 M of n-butyllithium (10.5 mL, 26.3 mmol) was slowly added to the THF solution over 10 minutes. The resulting mixture was stirred at −78° C. for 15 minutes and was then warmed to 0° C. for 15 minutes. The resulting mixture was cooled again at −78° C. and the tert-butyl 1-pyrrole carboxylate (73) (4.00 mL, 23.9 mmol) was added. The resulting solution was sti... Starting materials: CC1(CN(CC1=O)C(=O)OCC1=CC=CC=C1)C (benzyl 3,3-dimethyl-4-oxopyrrolidine-1-carboxylate), C(C)(=O)[O-].[Na+] (sodium acetate), CO[NH3+].[Cl-] (o-methylhydroxylamine hydrochloride). Solvent: CO (MeOH). Run at time 18 hour. Product: CO\N=C/1\C(CN(C1)C(=O)OCC1=CC=CC=C1)(C)C ((Z)-benzyl 4-(methoxyimino)-3,3-dimethylpyrrolidine-1-carboxylate). The yield is 97.2%. RXN SMILES: [CH3:1][C:2]1([CH3:18])[C:6](=O)[CH2:5][N:4]([C:8]([O:10][CH2:11][C:12]2[CH:17]=[CH:16][CH:15]=[CH:14][CH:13]=2)=[O:9])[CH2:3]1.C([O-])(=O)C.[Na+].[CH3:24][O:25][NH3+:26].[Cl-]>CO>[CH3:24][O:25]/[N:26]=[C:6]1/[C:2]([CH3:18])([CH3:1])[CH2:3][N:4]([C:8]([O:10][CH2:11][C:12]2[CH:17]=[CH:16][CH:15]=[CH:14][CH:13]=2)=[O:9])[CH2:5]/1 |f:1.2,3.4|. Reported procedure: To a solution of benzyl 3,3-dimethyl-4-oxopyrrolidine-1-carboxylate (2.91 g, 11.8 mmol) in MeOH (10 mL) was added sodium acetate (1.93 g, 23.5 mmol) and o-methylhydroxylamine hydrochloride (1.97 g, 23.5 mmol). The mixture was stirred at rt for 18 h. The reaction was concentrated and then diluted with dichloromethane (200 mL). The organic layer was washed with water (20 mL) and aq. sodium bicarbonate, dried over magnesium sulfate, filtered and concentrated. (Z)-benzyl 4-(methoxyimino)-3,3-dimethy...